Dataset: the Open Reaction Database (ORD), a public repository of structured organic reaction records. Task: describe an organic reaction: reactants, conditions, products, and yield Starting materials: COCC(C)(C)C1=NOC(=C1)N (3-(1-methoxy-2-methylpropan-2-yl)isoxazol-5-amine), C(C)(C)C1=NOC(=C1)NC(OC1=CC=CC=C1)=O (phenyl 3-isopropylisoxazol-5-ylcarbamate). Product: COCC(C)(C)C1=NOC(=C1)NC(OC1=CC=CC=C1)=O (phenyl 3-(1-methoxy-2-methylpropan-2-yl)isoxazol-5-ylcarbamate). Reaction SMILES: [CH3:1][O:2][CH2:3][C:4]([C:7]1[CH:11]=[C:10]([NH2:12])[O:9][N:8]=1)([CH3:6])[CH3:5].C(C1C=C(N[C:22](=[O:30])[O:23][C:24]2[CH:29]=[CH:28][CH:27]=[CH:26][CH:25]=2)ON=1)(C)C>>[CH3:1][O:2][CH2:3][C:4]([C:7]1[CH:11]=[C:10]([NH:12][C:22](=[O:30])[O:23][C:24]2[CH:29]=[CH:28][CH:27]=[CH:26][CH:25]=2)[O:9][N:8]=1)([CH3:6])[CH3:5]. Procedure: Prepared from 3-(1-methoxy-2-methylpropan-2-yl)isoxazol-5-amine (100 mg, 0.59 mmol) according to the method described for phenyl 3-isopropylisoxazol-5-ylcarbamate in Example 122A Step 3, to afford phenyl 3-(1-methoxy-2-methylpropan-2-yl)isoxazol-5-ylcarbamate as an oil that was not purified further. The reactants are O=C1CCC(=O)N1Br, CCCCCn1c2nc[nH]c2c(=O)n2c(CCc3noc(-c4ccc(OC)cc4)n3)nnc12, CN(C)C=O. Yields the product CCCCCn1c2nc(Br)[nH]c2c(=O)n2c(CCc3noc(-c4ccc(OC)cc4)n3)nnc12. Reaction SMILES: [Br:34][N:35]1[C:36](=[O:37])[CH2:38][CH2:39][C:40]1=[O:41].[CH3:1][O:2][c:3]1[cH:4][cH:5][c:6](-[c:9]2[n:10][c:11]([CH2:14][CH2:15][c:16]3[n:17][n:18][c:19]4[n:20]3[c:21](=[O:33])[c:22]3[nH:23][cH:24][n:25][c:26]3[n:27]4[CH2:28][CH2:29][CH2:30][CH2:31][CH3:32])[n:12][o:13]2)[cH:7][cH:8]1.[O:42]=[CH:43][N:44]([CH3:45])[CH3:46]>>[CH3:1][O:2][c:3]1[cH:4][cH:5][c:6](-[c:9]2[n:10][c:11]([CH2:14][CH2:15][c:16]3[n:17][n:18][c:19]4[n:20]3[c:21](=[O:33])[c:22]3[nH:23][c:24]([Br:34])[n:25][c:26]3[n:27]4[CH2:28][CH2:29][CH2:30][CH2:31][CH3:32])[n:12][o:13]2)[cH:7][cH:8]1. Starting materials: O=[N+]([O-])c1cccc(Br)c1, CC(C)(C)[O-], Cl[Cu], [K+], CN(C)C=O. Yields the product Nc1c(Br)cccc1[N+](=O)[O-]. As a reaction SMILES: [Br:1][c:2]1[cH:3][c:4]([N+:8](=[O:9])[O-:10])[cH:5][cH:6][cH:7]1.[CH3:11][C:12]([CH3:13])([O-:14])[CH3:15].[Cl:22][Cu:23].[K+:16].[O:17]=[CH:18][N:19]([CH3:20])[CH3:21]>>[Br:1][c:2]1[c:3]([NH2:19])[c:4]([N+:8](=[O:9])[O-:10])[cH:5][cH:6][cH:7]1. The reactants are C(=O)(OC(C)(C)C)N[C@@H](CCCN)C(=O)O (BOC-L-ornithine), FC=1C=C(C=CC1[N+](=O)[O-])C (3-fluoro-4-nitrotoluene), C(C)O (ethanol), [OH-].[Na+] (NaOH), [OH-].[Na+] (NaOH), FC=1C=C(C=CC1[N+](=O)[O-])C (3-fluoro-4-nitrotoluene). Run in Cl (HCl), C(C)(=O)O (acetic acid), O (water). Run at time 2 hour. Yields the product N[C@H](C(=O)O)CCCNC1=C(C=CC(=C1)C)[N+](=O)[O-] ((2S)-2-amino-5-(5-methyl-2-nitrophenylamino)pentanoic acid). The yield is 56.0%. As a reaction SMILES: C([NH:8][C@H:9]([C:14]([OH:16])=[O:15])[CH2:10][CH2:11][CH2:12][NH2:13])(OC(C)(C)C)=O.F[C:18]1[CH:19]=[C:20]([CH3:27])[CH:21]=[CH:22][C:23]=1[N+:24]([O-:26])=[O:25].C(O)C.[OH-].[Na+]>Cl.C(O)(=O)C.O>[NH2:8][C@@H:9]([CH2:10][CH2:11][CH2:12][NH:13][C:18]1[CH:19]=[C:20]([CH3:27])[CH:21]=[CH:22][C:23]=1[N+:24]([O-:26])=[O:25])[C:14]([OH:16])=[O:15] |f:3.4|. Procedure: A mixture of 474 mg (2 mmol) of Noc-BOC-L-ornithine (supplier BAChem) and 314 mg (2 mmol) of 3-fluoro-4-nitrotoluene (Aldrich Chemical Co.)in 2 mL of ethanol and 2 mL of 1N NaOH was heated at reflux for 12 hours. Another 2 mmol each of NaOH and 3-fluoro-4-nitrotoluene was added and the reaction was continued another two hours. The solution was poured into 50 mL of water and extracted with dichloromethane (2×80 mL). The organic phase was dried and concentrated to give a solid residue, which was s... Yields the product COCCCOc1cc(CC(CC(NC(=O)OC(C)(C)C)C(O)CC(C(=O)NC(C)(C)C(N)=O)C(C)C)C(C)C)ccc1OC. The reactants are COCCCOc1cc(CC(CC2C(CC(C(=O)NC(C)(C)C(N)=O)C(C)C)OC(C)(C)N2C(=O)OC(C)(C)C)C(C)C)ccc1OC, CO, Cc1ccc(S(=O)(=O)O)cc1. RXN SMILES: [C:12]([CH3:13])([CH3:14])([CH3:15])[O:16][C:17](=[O:18])[N:19]1[C:20]([CH3:58])([CH3:59])[O:21][CH:22]([CH2:44][CH:45]([CH:46]([CH3:47])[CH3:48])[C:49]([NH:50][C:51]([CH3:52])([CH3:53])[C:54]([NH2:55])=[O:56])=[O:57])[CH:23]1[CH2:24][CH:25]([CH2:26][c:27]1[cH:28][c:29]([O:35][CH2:36][CH2:37][CH2:38][O:39][CH3:40])[c:30]([O:33][CH3:34])[cH:31][cH:32]1)[CH:41]([CH3:42])[CH3:43].[CH3:60][OH:61].[c:1]1([CH3:2])[cH:3][cH:4][c:5]([S:6]([OH:7])(=[O:8])=[O:9])[cH:10][cH:11]1>>[C:12]([CH3:13])([CH3:14])([CH3:15])[O:16][C:17](=[O:18])[NH:19][CH:23]([CH:22]([OH:21])[CH2:44][CH:45]([CH:46]([CH3:47])[CH3:48])[C:49]([NH:50][C:51]([CH3:52])([CH3:53])[C:54]([NH2:55])=[O:56])=[O:57])[CH2:24][CH:25]([CH2:26][c:27]1[cH:28][c:29]([O:35][CH2:36][CH2:37][CH2:38][O:39][CH3:40])[c:30]([O:33][CH3:34])[cH:31][cH:32]1)[CH:41]([CH3:42])[CH3:43].